Dataset: the Open Reaction Database (ORD), a public repository of structured organic reaction records. Task: describe an organic reaction: reactants, conditions, products, and yield Starting materials: C([O-])(O)=O.[Na+] (sodium bicarbonate), Cl (hydrochloric acid), [Sn](Cl)Cl (tin dichloride), [N+](=O)([O-])C1=C(C=CC=C1)N1CCCCC1 (1-(2-nitrophenyl)piperidine). Solvent: CO (methanol). Run at time 17 hour. The product is N1(CCCCC1)C1=C(N)C=CC=C1 (2-(1-piperidinyl)aniline). The yield is 88.8%. RXN SMILES: Cl.[Sn](Cl)Cl.[N+:5]([C:8]1[CH:13]=[CH:12][CH:11]=[CH:10][C:9]=1[N:14]1[CH2:19][CH2:18][CH2:17][CH2:16][CH2:15]1)([O-])=O.C(=O)(O)[O-].[Na+]>CO>[N:14]1([C:9]2[CH:10]=[CH:11][CH:12]=[CH:13][C:8]=2[NH2:5])[CH2:19][CH2:18][CH2:17][CH2:16][CH2:15]1 |f:3.4|. Reported procedure: Concentrated hydrochloric acid (1.50 ml, 18.0 mmol) and anhydrous tin dichloride (1.45 g, 7.64 mmol) were sequentially added at 0° C. to a methanol (10 ml) solution of 1-(2-nitrophenyl)piperidine (315 mg, 1.52 mmol) obtained as described in Referential Example 18-1. The resulting mixture was warmed to room temperature and stirred for 17 hours. A saturated aqueous solution of sodium bicarbonate was added to the mixture. The resulting mixture was extracted three times with ethyl acetate. The obtai... The reactants are C1=CC=CC=2C3=CC=CC=C3C(C12)N (9H-9-fluorenamine), CN(C)C=O (DMF), C(C1=CC=CC=C1)(=O)OC1=CC(=C(C(=O)O)C=C1OC)[N+](=O)[O-] (4-benzoyloxy-5-methoxy-2-nitro benzoic acid), S(=O)(Cl)Cl (thionyl chloride). Solvent: C(C)N(CC)CC (triethylamine), C1=CC=CC=C1 (benzene). Run at time 6 hour. Yields the product crude product, C1=CC=CC=2C3=CC=CC=C3C(C12)NC(C1=C(C=C(C(=C1)OC)OCC1=CC=CC=C1)[N+](=O)[O-])=O (N1-(9H-9-Fluorenyl)-4-(benzyloxy)-5-methoxy-2-nitrobenzamide). Yield: 80.6%. RXN SMILES: CN(C=O)C.[C:6]([O:14][C:15]1[C:23]([O:24][CH3:25])=[CH:22][C:18]([C:19]([OH:21])=O)=[C:17]([N+:26]([O-:28])=[O:27])[CH:16]=1)(=O)[C:7]1[CH:12]=[CH:11][CH:10]=[CH:9][CH:8]=1.S(Cl)(Cl)=O.[CH:33]1[C:45]2[CH:44]([NH2:46])[C:43]3[C:38](=[CH:39][CH:40]=[CH:41][CH:42]=3)[C:37]=2[CH:36]=[CH:35][CH:34]=1>C1C=CC=CC=1.C(N(CC)CC)C>[CH:33]1[C:45]2[CH:44]([NH:46][C:19](=[O:21])[C:18]3[CH:22]=[C:23]([O:24][CH3:25])[C:15]([O:14][CH2:6][C:7]4[CH:8]=[CH:9][CH:10]=[CH:11][CH:12]=4)=[CH:16][C:17]=3[N+:26]([O-:28])=[O:27])[C:43]3[C:38](=[CH:39][CH:40]=[CH:41][CH:42]=3)[C:37]=2[CH:36]=[CH:35][CH:34]=1. Procedure: DMF was added to a stirred suspension of 4-benzoyloxy-5-methoxy-2-nitro benzoic acid (6) (0.500 mg, 1.65 mmol) and thionyl chloride (3 ml) in dry benzene (30 ml) and the stirring was continued for 6 h. The benzene was evaporated in vacuum and the resultant oil dissolved in dry THF (50 ml) and added dropwise over a period of 1 h to a stirred suspension of 9H-9-fluorenamine (326, 15.6 mmol) triethylamine (5 ml). After the completion of addition, the reaction mixture was brought to ambient temperat... Starting materials: CO, CN(C)C(=O)CCC(C(O)CF)[N+](=O)[O-]. Yields the product CN(C)C(=O)CCC(N)C(O)CF. As a reaction SMILES: [CH3:16][OH:17].[CH3:1][N:2]([C:3]([CH2:4][CH2:5][CH:6]([CH:7]([CH2:8][F:9])[OH:10])[N+:11]([O-:12])=[O:13])=[O:14])[CH3:15]>>[CH3:1][N:2]([C:3]([CH2:4][CH2:5][CH:6]([CH:7]([CH2:8][F:9])[OH:10])[NH2:11])=[O:14])[CH3:15]. The reactants are FC(S(=O)(=O)OC1=CC=CC=2CCN(CCC21)C(=O)OC(C)(C)C)(F)F (1,1-dimethylethyl 6-{[(trifluoromethyl)sulfonyl]oxy}-1,2,4,5-tetrahydro-3H-3-benzazepine-3-carboxylate), tetrakis(triphenylphoshine)palladium(0), CN(C)C=O (DMF). The reagents and catalysts are [C-]#N.[Zn+2].[C-]#N (zinc (II) cyanide). Run in CCOC(=O)C (EtOAc). Yields the product C(#N)C1=CC=CC=2CCN(CCC21)C(=O)OC(C)(C)C (1,1-Dimethylethyl 6-cyano-1,2,4,5-tetrahydro-3H-3-benzazepine-3-carboxylate). Reaction SMILES: FC(F)(F)S(O[C:7]1[C:17]2[CH2:16][CH2:15][N:14]([C:18]([O:20][C:21]([CH3:24])([CH3:23])[CH3:22])=[O:19])[CH2:13][CH2:12][C:11]=2[CH:10]=[CH:9][CH:8]=1)(=O)=O.[CH3:27][N:28](C=O)C>CCOC(C)=O.[C-]#N.[Zn+2].[C-]#N>[C:27]([C:7]1[C:17]2[CH2:16][CH2:15][N:14]([C:18]([O:20][C:21]([CH3:24])([CH3:23])[CH3:22])=[O:19])[CH2:13][CH2:12][C:11]=2[CH:10]=[CH:9][CH:8]=1)#[N:28] |f:3.4.5|. Reported procedure: 1,1-dimethylethyl 6-{[(trifluoromethyl)sulfonyl]oxy}-1,2,4,5-tetrahydro-3H-3-benzazepine-3-carboxylate (Preparation 13) (5 g), zinc (II) cyanide (1.5 g) and tetrakis(triphenylphoshine)palladium(0) (1.5 g) were heated in dry DMF at 150° C. for 18 hours. The cooled reaction mixture was diluted with EtOAc (200 ml) and filtered. The filtrate was washed with saturated sodium bicarbonate, (200 ml), water (200 ml) and brine (200 ml). The crude reaction mixture was dried in the usual manner and evaporat...